Dataset: the Open Reaction Database (ORD), a public repository of structured organic reaction records. Task: describe an organic reaction: reactants, conditions, products, and yield Procedure: The above hydrochloride salt of methyl (±)-[5- [chloro (phenyl)methyl]-1H-benzimidazol-2-yl]carbamate was then suspended in dry tetrahydrofuran (30 mL) and excess ammonium hydroxide was added to this suspension. The resulting reaction mixture was stirred at room temperature for 12 hours. The solvent was then removed and the residue was chromatographed on silica gel 60F254 (40 g, 70-230 mesh, column size 1'×1") using CHCl3 :CH3OH (95:5) as eluant. Fractions 3 through 12 (20 mL each) upon concentr... Run at time 12 hour. The reactants are hydrochloride salt, ClC(C1=CC2=C(NC(=N2)NC(OC)=O)C=C1)C1=CC=CC=C1 (methyl (±)-[5- [chloro (phenyl)methyl]-1H-benzimidazol-2-yl]carbamate), [OH-].[NH4+] (ammonium hydroxide). The product is NC(C1=CC2=C(NC(=N2)NC(OC)=O)C=C1)C1=CC=CC=C1 (Methyl (±)-[5-[Amino (Phenyl)Methyl]-1H-Benzimidazol-2-yl]Carbamate). Solvent: O1CCCC1 (tetrahydrofuran). Reaction SMILES: Cl[CH:2]([C:17]1[CH:22]=[CH:21][CH:20]=[CH:19][CH:18]=1)[C:3]1[CH:16]=[CH:15][C:6]2[NH:7][C:8]([NH:10][C:11](=[O:14])[O:12][CH3:13])=[N:9][C:5]=2[CH:4]=1.[OH-].[NH4+:24]>O1CCCC1>[NH2:24][CH:2]([C:17]1[CH:22]=[CH:21][CH:20]=[CH:19][CH:18]=1)[C:3]1[CH:16]=[CH:15][C:6]2[NH:7][C:8]([NH:10][C:11](=[O:14])[O:12][CH3:13])=[N:9][C:5]=2[CH:4]=1 |f:1.2|. The yield is 22.0%. The reactants are CCOCC (ether), ClCCCl (DCE), CC#N (CH3CN), C(C)OC1=CC=C(C=C1)CC(=O)NC1=C(C=CC(=C1)NC)[N+](=O)[O-] (4-ethoxy-N-[5-(methylamino)-2-nitrophenyl]-benzeneacetamide), C(CC(C)C)(=O)Cl (isovaleryl chloride). Reagents/catalysts: CN(C)C=1C=CN=CC1 (DMAP). Conditions: time 48 hour. Product: C(C)OC1=CC=C(C=C1)CC(=O)NC1=C(C=CC(=C1)N(C(CC(C)C)=O)C)[N+](=O)[O-] (4-ethoxy-N-[5-[methyl(3-methyl-1-oxobutyl)amino]-2-nitrophenyl]-benzeneacetamide). Isolated yield 99.0%. RXN SMILES: ClCCCl.CC#N.C(OC1[CH:16]=[CH:15][C:14]([CH2:17][C:18]([NH:20][C:21]2[CH:26]=[C:25]([NH:27][CH3:28])[CH:24]=[CH:23][C:22]=2[N+:29]([O-:31])=[O:30])=[O:19])=[CH:13]C=1)C.[C:32](Cl)(=[O:37])[CH2:33][CH:34]([CH3:36])[CH3:35].[CH3:39][CH2:40][O:41][CH2:42][CH3:43]>CN(C1C=CN=CC=1)C>[CH2:40]([O:41][C:42]1[CH:16]=[CH:15][C:14]([CH2:17][C:18]([NH:20][C:21]2[CH:26]=[C:25]([N:27]([CH3:28])[C:32](=[O:37])[CH2:33][CH:34]([CH3:36])[CH3:35])[CH:24]=[CH:23][C:22]=2[N+:29]([O-:31])=[O:30])=[O:19])=[CH:13][CH:43]=1)[CH3:39]. Reported procedure: To a 1:1/DCE:CH3CN solution (50 mL) of 4-ethoxy-N-[5-(methylamino)-2-nitrophenyl]-benzeneacetamide (845 mg, 2.56 mmol) and DMAP (470 mg, 1.5 eq) was added isovaleryl chloride (0.47 mL, 1.5 eq). The solution was stirred at rt for 48 h. The solution was then washed with 5% KHSO4, saturated NaHCO3 solution, brine and dried over anhydrous MgSO4. The crude product was purified by flash chromatography using 7:1/CH2Cl2:ether to give the desired product 4-ethoxy-N-[5-[methyl(3-methyl-1-oxobutyl)amino]-2... Starting materials: CS(=O)(=O)c1ccc(Br)nc1, O=C([O-])[O-], [Cs+], [Cs+], [Cu]I, CN(C)C=O, CCOC(=O)c1cc(O)c2cc(C)oc2c1. Product: CCOC(=O)c1cc(Oc2ccc(S(C)(=O)=O)cn2)c2cc(C)oc2c1. RXN SMILES: [Br:17][c:18]1[n:19][cH:20][c:21]([S:24](=[O:25])(=[O:26])[CH3:27])[cH:22][cH:23]1.[C:28](=[O:29])([O-:30])[O-:31].[Cs+:32].[Cs+:33].[Cu:39][I:40].[O:34]=[CH:35][N:36]([CH3:37])[CH3:38].[OH:1][c:2]1[cH:3][c:4]([C:12](=[O:13])[O:14][CH2:15][CH3:16])[cH:5][c:6]2[c:7]1[cH:8][c:9]([CH3:11])[o:10]2>>[O:1]([c:2]1[cH:3][c:4]([C:12](=[O:13])[O:14][CH2:15][CH3:16])[cH:5][c:6]2[c:7]1[cH:8][c:9]([CH3:11])[o:10]2)[c:18]1[n:19][cH:20][c:21]([S:24](=[O:25])(=[O:26])[CH3:27])[cH:22][cH:23]1. Reactants: C(C)OC(=O)C=1OC2=C(C1C)C(=CC=C2)OS(=O)(=O)C(F)(F)F (3-methyl-4-trifluoromethanesulfonyloxy-benzofuran-2-carboxylic acid ethyl ester), C(C)OC(=O)C=1OC2=C(C1C)C(=CC=C2)OS(=O)(=O)C(F)(F)F (3-methyl-4-trifluoromethanesulfonyloxy-benzofuran-2-carboxylic acid ethyl ester), CS(=O)(=O)N (methane sulfonamide), C1(=C(C=CC=C1)P(C(C)(C)C)C(C)(C)C)C1=CC=CC=C1 (biphenyl-2-yl-di-tert-butyl-phosphane), P(=O)([O-])([O-])[O-].[K+].[K+].[K+] (potassium phosphate). Reagents/catalysts: C=1C=CC(=CC1)/C=C/C(=O)/C=C/C2=CC=CC=C2.C=1C=CC(=CC1)/C=C/C(=O)/C=C/C2=CC=CC=C2.C=1C=CC(=CC1)/C=C/C(=O)/C=C/C2=CC=CC=C2.[Pd].[Pd] (Pd2 (dba)3). Run in C1(=CC=CC=C1)C (toluene). Yields the product C(C)OC(=O)C=1OC2=C(C1C)C(=CC=C2)NS(=O)(=O)C (4-methanesulfonylamino-3-methyl-benzofuran-2-carboxylic acid ethyl ester). Yield: 67.0%. RXN SMILES: [CH2:1]([O:3][C:4]([C:6]1[O:7][C:8]2[CH:15]=[CH:14][CH:13]=[C:12](OS(C(F)(F)F)(=O)=O)[C:9]=2[C:10]=1[CH3:11])=[O:5])[CH3:2].[CH3:24][S:25]([NH2:28])(=[O:27])=[O:26].C1(C2C=CC=CC=2)C=CC=CC=1P(C(C)(C)C)C(C)(C)C.P([O-])([O-])([O-])=O.[K+].[K+].[K+]>C1(C)C=CC=CC=1.C1C=CC(/C=C/C(/C=C/C2C=CC=CC=2)=O)=CC=1.C1C=CC(/C=C/C(/C=C/C2C=CC=CC=2)=O)=CC=1.C1C=CC(/C=C/C(/C=C/C2C=CC=CC=2)=O)=CC=1.[Pd].[Pd]>[CH2:1]([O:3][C:4]([C:6]1[O:7][C:8]2[CH:15]=[CH:14][CH:13]=[C:12]([NH:28][S:25]([CH3:24])(=[O:27])=[O:26])[C:9]=2[C:10]=1[CH3:11])=[O:5])[CH3:2] |f:3.4.5.6,8.9.10.11.12|. Reported procedure: To the product of Example 20, Step 1, 3-methyl-4-trifluoromethanesulfonyloxy-benzofuran-2-carboxylic acid ethyl ester (800 mg, 2.27 mmol), in 25 mL of toluene were added methane sulfonamide (650 mg, 6.82 mmol, 3 eq), Pd2 (dba)3 (208 mg, 0.23 mmol, 0.1 eq), biphenyl-2-yl-di-tert-butyl-phosphane (68 mg, 0.23 mmol, 0.1 eq), and tribasic potassium phosphate (965 mg, 4.55 mmol, 2 eq) under nitrogen and the resulting mixture was heated at reflux for 3 h. After work up and trituration, 4-methanesulfony... Reactants: N1=C(C=CC2=CC=CC=C12)COC=1C=C(C=O)C=CC1 (3-(2-quinolinylmethyl-oxy)benzaldehyde), [O-]CC.[Na+] (sodium ethoxide), CC(=O)C1=CC=C(C=C1)C#N (4-Cyanoacetophenone). Run in C(C)O (ethanol), C(C)O (ethanol). Product: N1=C(C=CC2=CC=CC=C12)COC=1C=C(C=CC1)C=CC(=O)C1=CC=C(C#N)C=C1 (4-(3-(3-(2-quinolinylmethyloxy)phenyl)-1-oxo-2-propen-1-yl)benzonitrile). RXN SMILES: [CH3:1][C:2]([C:4]1[CH:9]=[CH:8][C:7]([C:10]#[N:11])=[CH:6][CH:5]=1)=[O:3].[N:12]1[C:21]2[C:16](=[CH:17][CH:18]=[CH:19][CH:20]=2)[CH:15]=[CH:14][C:13]=1[CH2:22][O:23][C:24]1[CH:25]=[C:26]([CH:29]=[CH:30][CH:31]=1)[CH:27]=O.[O-]CC.[Na+]>C(O)C>[N:12]1[C:21]2[C:16](=[CH:17][CH:18]=[CH:19][CH:20]=2)[CH:15]=[CH:14][C:13]=1[CH2:22][O:23][C:24]1[CH:25]=[C:26]([CH:27]=[CH:1][C:2]([C:4]2[CH:9]=[CH:8][C:7]([C:10]#[N:11])=[CH:6][CH:5]=2)=[O:3])[CH:29]=[CH:30][CH:31]=1 |f:2.3|. Procedure: 4-Cyanoacetophenone (0.01 mol) in ethanol (100 ml) is added dropwise to a 0° C. mixture of 3-(2-quinolinylmethyl-oxy)benzaldehyde (0.01 mol) and sodium ethoxide (0.001 mol) in ethanol (200 ml). The reaction mixture is allowed to.thaw to ambient temperature and after several hours it is evaporated and partitioned between ethyl acetate and water. The ethyl acetate fraction is dried and evaporated to give 4-(3-(3-(2-quinolinylmethyloxy)phenyl)-1-oxo-2-propen-1-yl)benzonitrile.